Dataset: the Open Reaction Database (ORD), a public repository of structured organic reaction records. Task: describe an organic reaction: reactants, conditions, products, and yield Starting materials: ClC=1C=C(C=2NC(C3=C(N(C2N1)CC)N=CC=C3)=O)C (2-chloro-5,11-dihydro-11-ethyl-4-methyl-6H-dipyrido[3,2-b:2',3'-e][1,4]diazepin-6-one), N1[C@H](CCC1)CO ((R)-(-)-2-pyrrolidinemethanol). Product: C(C)N1C2=C(NC(C3=C1N=CC=C3)=O)C(=CC(=N2)N2[C@H](CCC2)CO)C (5,11-Dihydro-11-ethyl-2-[(R)-2-(hydroxymethyl)pyrrolidin-1-yl]-4-methyl-6H-dipyrido[3,2-b:2',3'-e][1,4]diazepin-6-one). RXN SMILES: Cl[C:2]1[CH:3]=[C:4]([CH3:20])[C:5]2[NH:6][C:7](=[O:19])[C:8]3[CH:18]=[CH:17][CH:16]=[N:15][C:9]=3[N:10]([CH2:13][CH3:14])[C:11]=2[N:12]=1.[NH:21]1[CH2:25][CH2:24][CH2:23][C@@H:22]1[CH2:26][OH:27]>>[CH2:13]([N:10]1[C:9]2[N:15]=[CH:16][CH:17]=[CH:18][C:8]=2[C:7](=[O:19])[NH:6][C:5]2[C:4]([CH3:20])=[CH:3][C:2]([N:21]3[CH2:25][CH2:24][CH2:23][C@@H:22]3[CH2:26][OH:27])=[N:12][C:11]1=2)[CH3:14]. Reported procedure: The title compound, m.p. 239°-242° C., was synthesized from 2-chloro-5,11-dihydro-11-ethyl-4-methyl-6H-dipyrido[3,2-b:2',3'-e][1,4]diazepin-6-one and (R)-(-)-2-pyrrolidinemethanol using procedures analogous to those described above, except that the mixture was heated in a pressure bottle at 160°-170° C. for 2 hrs, and the product was crystallized from chloroform/hexane. Starting materials: nitrile, [OH-].[Na+] (sodium hydroxide), FC(SC1=CC=C(C=C1)CC#N)(F)F (4-trifluoromethylthiophenylacetonitrile), IC(C)C (2-iodopropane), ice water. Solvent: C1=CC=CC=C1 (benzene). Reaction conditions: time 2.5 hour. Yields the product C(C)(C)C(C#N)C1=CC=C(C=C1)SC(F)(F)F (α-Isopropyl-4-trifluoromethylthiophenylacetonitrile). Isolated yield 87.4%. Reaction SMILES: [OH-].[Na+].[F:3][C:4]([F:16])([F:15])[S:5][C:6]1[CH:11]=[CH:10][C:9]([CH2:12][C:13]#[N:14])=[CH:8][CH:7]=1.I[CH:18]([CH3:20])[CH3:19]>C1C=CC=CC=1>[CH:18]([CH:12]([C:9]1[CH:8]=[CH:7][C:6]([S:5][C:4]([F:15])([F:3])[F:16])=[CH:11][CH:10]=1)[C:13]#[N:14])([CH3:20])[CH3:19] |f:0.1|. Procedure: Fifty percent sodium hydroxide (13.5 ml) is added over a 30-minute period dropwise to a suspension of 4-trifluoromethylthiophenylacetonitrile (9.7 g, 0.045 mol), 2-iodopropane (9.5 g, 0.056 mol), and 18 crown-6 (0.61 g, 0.0023 mol) in 13.5 ml of benzene and the exotherm reaches 43° C. After stirring 2.5 hours at ambient temperature, an aliquot placed on glc shows none of the starting nitrile remaining. The reaction is worked up by adding ice water and extracting with ether, which is washed with ... Reactants: [O-]P(=O)([O-])[O-].[K+].[K+].[K+] (potassium phosphate tribasic), ClC1=NC=C(C=C1NC1=C(C(=NC2=CC(=CC(=C12)F)F)C1=NC=CC=C1)C)N1CCOCC1 (N-(2-chloro-5-morpholinopyridin-3-yl)-5,7-difluoro-3-methyl-2-(pyridin-2-yl)-quinolin-4-amine), OC1=CC=C(C=C1)B(O)O (4-hydroxyphenylboronic acid), C1(CCCCC1)P(C1CCCCC1)C1CCCCC1 (tricyclohexylphosphine). Reagents/catalysts: C=1C=CC(=CC1)/C=C/C(=O)/C=C/C2=CC=CC=C2.C=1C=CC(=CC1)/C=C/C(=O)/C=C/C2=CC=CC=C2.C=1C=CC(=CC1)/C=C/C(=O)/C=C/C2=CC=CC=C2.[Pd].[Pd] (tris(dibenzylideneacetone)dipalladium). Run in O1CCOCC1 (1,4-dioxane), O (water). Reaction conditions: temperature 90 celsius, time 19 hour. Product: FC1=C2C(=C(C(=NC2=CC(=C1)F)C1=NC=CC=C1)C)NC=1C(=NC=C(C1)N1CCOCC1)C1=CC=C(C=C1)O (4-(3-(5,7-difluoro-3-methyl-2-(pyridin-2-yl)quinolin-4-ylamino)-5-morpholinopyridin-2-yl)phenol). As a reaction SMILES: Cl[C:2]1[C:7]([NH:8][C:9]2[C:18]3[C:13](=[CH:14][C:15]([F:20])=[CH:16][C:17]=3[F:19])[N:12]=[C:11]([C:21]3[CH:26]=[CH:25][CH:24]=[CH:23][N:22]=3)[C:10]=2[CH3:27])=[CH:6][C:5]([N:28]2[CH2:33][CH2:32][O:31][CH2:30][CH2:29]2)=[CH:4][N:3]=1.[OH:34][C:35]1[CH:40]=[CH:39][C:38](B(O)O)=[CH:37][CH:36]=1.C1(P(C2CCCCC2)C2CCCCC2)CCCCC1.[O-]P([O-])([O-])=O.[K+].[K+].[K+]>C1C=CC(/C=C/C(/C=C/C2C=CC=CC=2)=O)=CC=1.C1C=CC(/C=C/C(/C=C/C2C=CC=CC=2)=O)=CC=1.C1C=CC(/C=C/C(/C=C/C2C=CC=CC=2)=O)=CC=1.[Pd].[Pd].O.O1CCOCC1>[F:19][C:17]1[CH:16]=[C:15]([F:20])[CH:14]=[C:13]2[C:18]=1[C:9]([NH:8][C:7]1[C:2]([C:38]3[CH:39]=[CH:40][C:35]([OH:34])=[CH:36][CH:37]=3)=[N:3][CH:4]=[C:5]([N:28]3[CH2:33][CH2:32][O:31][CH2:30][CH2:29]3)[CH:6]=1)=[C:10]([CH3:27])[C:11]([C:21]1[CH:26]=[CH:25][CH:24]=[CH:23][N:22]=1)=[N:12]2 |f:3.4.5.6,7.8.9.10.11|. Procedure details: N-(2-chloro-5-morpholinopyridin-3-yl)-5,7-difluoro-3-methyl-2-(pyridin-2-yl)-quinolin-4-amine (60.6 mg, 0.13 mmol), 4-hydroxyphenylboronic acid (36.7 mg, 0.27 mmol), tricyclohexylphosphine (7.7 mg, 0.027 mmol), and tris(dibenzylideneacetone)dipalladium (0) (12.1 mg, 0.013 mmol) were added to a flask then degassed and backfilled with argon. To the flask, 1,4-dioxane (2.0 mL) and aq. 1.3M potassium phosphate tribasic (0.3 mL, 0.39 mmol) were added by syringe. The resulting reaction was heated to 9... Reactants: FC(C1=C(C=C(C(=C1)N)N)N1C=CC=C1)(F)F (N-(2-trifluoromethyl-4,5-diaminophenyl)pyrrole), C(C(=O)OCC)(=O)OCC (diethyl oxalate). Product: N1(C=CC=C1)C=1C=C2NC(C(NC2=CC1C(F)(F)F)=O)=O (6-(1-Pyrrolyl)-7-trifluoromethyl-2,3(1H,4H)-quinoxalinedione). As a reaction SMILES: [F:1][C:2]([F:17])([F:16])[C:3]1[CH:8]=[C:7]([NH2:9])[C:6]([NH2:10])=[CH:5][C:4]=1[N:11]1[CH:15]=[CH:14][CH:13]=[CH:12]1.[C:18](OCC)(=[O:24])[C:19](OCC)=[O:20]>>[N:11]1([C:4]2[CH:5]=[C:6]3[C:7](=[CH:8][C:3]=2[C:2]([F:1])([F:16])[F:17])[NH:9][C:19](=[O:20])[C:18](=[O:24])[NH:10]3)[CH:12]=[CH:13][CH:14]=[CH:15]1. Procedure details: This compound was prepared by the method of Example 1f from 0.8 g (3.3 mmol) of N-(2-trifluoromethyl-4,5-diaminophenyl)pyrrole and 32 g (221 mmol) of diethyl oxalate. Product: Clc1cc(NC2CCCC2)c2[nH]cc(-c3ccccc3)c2c1. Reactants: O=[N+]([O-])c1cc(Cl)cc2c(-c3ccccc3)c[nH]c12, O=C1CCCC1. Reaction SMILES: [Cl:1][c:2]1[cH:3][c:4]2[c:5](-[c:14]3[cH:15][cH:16][cH:17][cH:18][cH:19]3)[cH:6][nH:7][c:8]2[c:9]([N+:11]([O-:12])=[O:13])[cH:10]1.[O:20]=[C:21]1[CH2:22][CH2:23][CH2:24][CH2:25]1>>[Cl:1][c:2]1[cH:3][c:4]2[c:5](-[c:14]3[cH:15][cH:16][cH:17][cH:18][cH:19]3)[cH:6][nH:7][c:8]2[c:9]([NH:11][CH:21]2[CH2:22][CH2:23][CH2:24][CH2:25]2)[cH:10]1. Starting materials: CC(CCOC1=CC=C(C=N1)CO)C ([6-(3-Methyl-butoxy)-pyridin-3-yl]-methanol), [H-].[Na+] (sodium hydride), C(C)(C)(C)OC(=O)N1C[C@@H](N([C@@H](C1)C)C(=O)Cl)C (4-tert-butoxycarbonyl-1-chlorocarbonyl-cis-2,6-dimethylpiperazine). Yields the product CC(CCOC1=CC=C(C=N1)COC(=O)N1[C@H](CNC[C@H]1C)C)C (cis-2,6-Dimethyl-piperazine-1-carboxylic acid 6-(3-methyl-butoxy)-pyridin-3-ylmethyl ester), product. The yield is 13.0%. As a reaction SMILES: [CH3:1][CH:2]([CH3:14])[CH2:3][CH2:4][O:5][C:6]1[N:11]=[CH:10][C:9]([CH2:12][OH:13])=[CH:8][CH:7]=1.[H-].[Na+].C(OC([N:24]1[CH2:29][C@@H:28]([CH3:30])[N:27]([C:31](Cl)=[O:32])[C@@H:26]([CH3:34])[CH2:25]1)=O)(C)(C)C>>[CH3:1][CH:2]([CH3:14])[CH2:3][CH2:4][O:5][C:6]1[N:11]=[CH:10][C:9]([CH2:12][O:13][C:31]([N:27]2[C@H:28]([CH3:30])[CH2:29][NH:24][CH2:25][C@@H:26]2[CH3:34])=[O:32])=[CH:8][CH:7]=1 |f:1.2|. Reported procedure: cis-2,6-Dimethyl-piperazine-1-carboxylic acid 6-(3-methyl-butoxy)-pyridin-3-ylmethyl ester was prepared from [6-(3-Methyl-butoxy)-pyridin-3-yl]-methanol (0.19 g), sodium hydride (60%, 0.048 g) and 4-tert-butoxycarbonyl-1-chlorocarbonyl-cis-2,6-dimethylpiperazine (0.25 g) according to the method described in Example 54 to give the product as a pale oil (0.052 g, 13%): δH (400 MHz, CDCl3) 8.15 (1H, d, J 2.5 Hz), 7.58 (1H, dd, J 8.5, 2.5 Hz), 6.71 (1H, d, J 8.5 Hz), 5.07 (2H, s), 4.32 (2H, t, J 7 H... Starting materials: CC(C)C[AlH]CC(C)C, ClCCl, CCOC(=O)CC(C)(C)c1cc2cc([N+](=O)[O-])c(F)cc2[nH]1. Product: CC(C)(CCO)c1cc2cc([N+](=O)[O-])c(F)cc2[nH]1. Reaction SMILES: [CH3:23][CH:24]([CH2:25][AlH:26][CH2:27][CH:28]([CH3:29])[CH3:30])[CH3:31].[Cl:32][CH2:33][Cl:34].[F:1][c:2]1[c:3]([N+:20](=[O:21])[O-:22])[cH:4][c:5]2[cH:6][c:7]([C:11]([CH2:12][C:13](=[O:14])[O:15][CH2:16][CH3:17])([CH3:18])[CH3:19])[nH:8][c:9]2[cH:10]1>>[F:1][c:2]1[c:3]([N+:20](=[O:21])[O-:22])[cH:4][c:5]2[cH:6][c:7]([C:11]([CH2:12][CH2:13][OH:14])([CH3:18])[CH3:19])[nH:8][c:9]2[cH:10]1.